From a dataset of the Open Reaction Database (ORD), a public repository of structured organic reaction records. describe an organic reaction: reactants, conditions, products, and yield Starting materials: C1(=CC=CC=C1)C(C1(CSC=2N1CCCCN2)O)C2=CC=CC=C2 (3-diphenylmethyl-2,3,5,6,7,8-hexahydrothiazolo[3,2-a][1,3]diazepin-3-ol), Cl (hydrochloric acid). Run in CC(=O)C (acetone). Product: Cl.C1(=CC=CC=C1)C(C1(CSC=2N1CCCCN2)O)C2=CC=CC=C2 (3-Diphenylmethyl-2,3,5,6,7,8-hexahydrothiazolo[3,2-a][1,3]diazepin-3-ol hydrochloride). As a reaction SMILES: [C:1]1([CH:7]([C:19]2[CH:24]=[CH:23][CH:22]=[CH:21][CH:20]=2)[C:8]2([OH:18])[N:12]3[CH2:13][CH2:14][CH2:15][CH2:16][N:17]=[C:11]3[S:10][CH2:9]2)[CH:6]=[CH:5][CH:4]=[CH:3][CH:2]=1.[ClH:25]>CC(C)=O>[ClH:25].[C:19]1([CH:7]([C:1]2[CH:6]=[CH:5][CH:4]=[CH:3][CH:2]=2)[C:8]2([OH:18])[N:12]3[CH2:13][CH2:14][CH2:15][CH2:16][N:17]=[C:11]3[S:10][CH2:9]2)[CH:20]=[CH:21][CH:22]=[CH:23][CH:24]=1 |f:3.4|. Procedure: A solution of 3.0 g. of 3-diphenylmethyl-2,3,5,6,7,8-hexahydrothiazolo[3,2-a][1,3]diazepin-3-ol in 30 ml. of acetone is treated with 4 ml. of 3 N ethanolic hydrochloric acid. The resulting solid is collected by filtration, giving the desired product, m.p. 205° C. (dec.). Reactants: C1(=CC=CC=C1)C1CCNCC1 (4-phenylpiperidine), C([O-])([O-])=O.[Cs+].[Cs+] (cesium carbonate), C1(CCCCC1)P(C1=C(C=CC=C1)C1=C(C=C(C=C1C(C)C)C(C)C)C(C)C)C1CCCCC1 (2-dicyclohexylphosphino-2′,4′,6′-triisopropylbiphenyl), C(C1=CC=CC=C1)(=O)NC1=C(C(=O)OC(C)(C)C)C=CC(=C1)Br (tert-butyl 2-(benzamido)-4-bromobenzoate), C(CC(O)(C(=O)O)CC(=O)O)(=O)O (citric acid), C1(CCCCC1)P(C1=C(C=CC=C1)C1=C(C=C(C=C1C(C)C)C(C)C)C(C)C)C1CCCCC1 (2-dicyclohexylphosphino-2′,4′,6′-triisopropylbiphenyl). The reagents and catalysts are C=1C=CC(=CC1)/C=C/C(=O)/C=C/C2=CC=CC=C2.C=1C=CC(=CC1)/C=C/C(=O)/C=C/C2=CC=CC=C2.C=1C=CC(=CC1)/C=C/C(=O)/C=C/C2=CC=CC=C2.[Pd].[Pd] (tris(dibenzylideneacetone)dipalladium(0)), C(C)(=O)[O-].[Pd+2].C(C)(=O)[O-] (palladium acetate), C=1C=CC(=CC1)/C=C/C(=O)/C=C/C2=CC=CC=C2.C=1C=CC(=CC1)/C=C/C(=O)/C=C/C2=CC=CC=C2.C=1C=CC(=CC1)/C=C/C(=O)/C=C/C2=CC=CC=C2.[Pd].[Pd] (tris(dibenzylideneacetone)dipalladium(0)), C(C)(=O)[O-].[Pd+2].C(C)(=O)[O-] (palladium acetate). Run in C1(=CC=CC=C1)C (toluene), C(C)(=O)OCC (ethyl acetate). Yields the product C(C1=CC=CC=C1)(=O)NC1=C(C(=O)OC(C)(C)C)C=CC(=C1)N1CCC(CC1)C1=CC=CC=C1 (tert-butyl 2-(benzamido)-4-(4-phenylpiperidin-1-yl)benzoate). As a reaction SMILES: [C:1]1([CH:7]2[CH2:12][CH2:11][NH:10][CH2:9][CH2:8]2)[CH:6]=[CH:5][CH:4]=[CH:3][CH:2]=1.C(=O)([O-])[O-].[Cs+].[Cs+].C1(P(C2CCCCC2)C2C=CC=CC=2C2C(C(C)C)=CC(C(C)C)=CC=2C(C)C)CCCCC1.[C:53]([NH:61][C:62]1[CH:74]=[C:73](Br)[CH:72]=[CH:71][C:63]=1[C:64]([O:66][C:67]([CH3:70])([CH3:69])[CH3:68])=[O:65])(=[O:60])[C:54]1[CH:59]=[CH:58][CH:57]=[CH:56][CH:55]=1.C(O)(=O)CC(CC(O)=O)(C(O)=O)O>C1C=CC(/C=C/C(/C=C/C2C=CC=CC=2)=O)=CC=1.C1C=CC(/C=C/C(/C=C/C2C=CC=CC=2)=O)=CC=1.C1C=CC(/C=C/C(/C=C/C2C=CC=CC=2)=O)=CC=1.[Pd].[Pd].C([O-])(=O)C.[Pd+2].C([O-])(=O)C.C(OCC)(=O)C.C1(C)C=CC=CC=1>[C:53]([NH:61][C:62]1[CH:74]=[C:73]([N:10]2[CH2:9][CH2:8][CH:7]([C:1]3[CH:6]=[CH:5][CH:4]=[CH:3][CH:2]=3)[CH2:12][CH2:11]2)[CH:72]=[CH:71][C:63]=1[C:64]([O:66][C:67]([CH3:69])([CH3:70])[CH3:68])=[O:65])(=[O:60])[C:54]1[CH:55]=[CH:56][CH:57]=[CH:58][CH:59]=1 |f:1.2.3,7.8.9.10.11,12.13.14|. Procedure: 86 mg of 4-phenylpiperidine, 0.22 g of cesium carbonate, 2.4 mg of tris(dibenzylideneacetone)dipalladium(0), 1.2 mg of palladium acetate and 6.3 mg of 2-dicyclohexylphosphino-2′,4′,6′-triisopropylbiphenyl were added to 3.0 mL of toluene solution containing 0.10 g of tert-butyl 2-(benzamido)-4-bromobenzoate, and the resulting mixture was heated to reflux for 2 hours. After the reaction mixture was cooled to room temperature, 2.4 mg of tris(dibenzylideneacetone)dipalladium(0), 1.2 mg of palladium ... Reactants: CC1=C(C=CC=C1[N+](=O)[O-])O (2-methyl-3-nitrophenol), [Al+3].[Cl-].[Cl-].[Cl-] (AlCl3), C(C)(=O)Cl (acetyl chloride). Solvent: [N+](=O)([O-])C1=CC=CC=C1 (nitrobenzene), [N+](=O)([O-])C1=CC=CC=C1 (nitrobenzene). Conditions: temperature 50 celsius, time 2 hour. The product is OC1=C(C=CC(=C1C)[N+](=O)[O-])C(C)=O (1-(2-Hydroxy-3-methyl-4-nitro-phenyl)-ethanone). Yield: 47.3%. As a reaction SMILES: [CH3:1][C:2]1[C:7]([N+:8]([O-:10])=[O:9])=[CH:6][CH:5]=[CH:4][C:3]=1[OH:11].[Al+3].[Cl-].[Cl-].[Cl-].[C:16](Cl)(=[O:18])[CH3:17]>[N+](C1C=CC=CC=1)([O-])=O>[OH:11][C:3]1[C:2]([CH3:1])=[C:7]([N+:8]([O-:10])=[O:9])[CH:6]=[CH:5][C:4]=1[C:16](=[O:18])[CH3:17] |f:1.2.3.4|. Procedure: To a solution of 2-methyl-3-nitrophenol (2.0 g, 13 mmol) in nitrobenzene (16 mL) at RT under Ar gas is added AlCl3 (3.9 g, 29 mmol). The reddish mixture is heated to 50° C. To the reddish mixture is added dropwise via addition funnel a solution of acetyl chloride (1.2 mL, 17 mmol) in nitrobenzene (10 mL). The reaction is heated to 120° C. After 2 h at 120° C., the reaction mixture is cooled to RT and quenched slowly into a 1N HCl/ice mixture. The resulting mixture is stirred for 30 min and extra... Reactants: S(=S)(=O)([O-])[O-].[Na+].[Na+] (sodium thiosulfate), C(CCC)OCCOC1=CC=C(C=C1)C=1C=CC2=C(C=C(CCN2CC(C)C)C(=O)NC2=CC=C(C=C2)SCC=2C(=NC=CC2)OC)C1 (7-[4-(2-butoxyethoxy)phenyl]-1-isobutyl-N-[4-[[(2-methoxy-3-pyridinyl)methyl]sulfanyl]phenyl]-2,3-dihydro-1-benzazepine-4-carboxamide), ClC1=CC(=CC=C1)C(=O)OO (m-chloroperbenzoic acid). Solvent: C(Cl)Cl (methylene chloride), C(Cl)Cl (methylene chloride). Reaction conditions: time 15 minute. Yields the product C(CCC)OCCOC1=CC=C(C=C1)C=1C=CC2=C(C=C(CCN2CC(C)C)C(=O)NC2=CC=C(C=C2)S(=O)CC=2C(=NC=CC2)OC)C1 (7-[4-(2-butoxyethoxy)phenyl]-1-isobutyl-N-[4-[[(2-methoxy-3-pyridinyl)methyl]sulfinyl]phenyl]-2,3-dihydro-1-benzazepine-4-carboxamide). The yield is 54.3%. Reaction SMILES: [CH2:1]([O:5][CH2:6][CH2:7][O:8][C:9]1[CH:14]=[CH:13][C:12]([C:15]2[CH:16]=[CH:17][C:18]3[N:24]([CH2:25][CH:26]([CH3:28])[CH3:27])[CH2:23][CH2:22][C:21]([C:29]([NH:31][C:32]4[CH:37]=[CH:36][C:35]([S:38][CH2:39][C:40]5[C:41]([O:46][CH3:47])=[N:42][CH:43]=[CH:44][CH:45]=5)=[CH:34][CH:33]=4)=[O:30])=[CH:20][C:19]=3[CH:48]=2)=[CH:11][CH:10]=1)[CH2:2][CH2:3][CH3:4].ClC1C=CC=C(C(OO)=[O:57])C=1.S([O-])([O-])(=O)=S.[Na+].[Na+]>C(Cl)Cl>[CH2:1]([O:5][CH2:6][CH2:7][O:8][C:9]1[CH:10]=[CH:11][C:12]([C:15]2[CH:16]=[CH:17][C:18]3[N:24]([CH2:25][CH:26]([CH3:27])[CH3:28])[CH2:23][CH2:22][C:21]([C:29]([NH:31][C:32]4[CH:33]=[CH:34][C:35]([S:38]([CH2:39][C:40]5[C:41]([O:46][CH3:47])=[N:42][CH:43]=[CH:44][CH:45]=5)=[O:57])=[CH:36][CH:37]=4)=[O:30])=[CH:20][C:19]=3[CH:48]=2)=[CH:13][CH:14]=1)[CH2:2][CH2:3][CH3:4] |f:2.3.4|. Procedure: To a solution of 7-[4-(2-butoxyethoxy)phenyl]-1-isobutyl-N-[4-[[(2-methoxy-3-pyridinyl)methyl]sulfanyl]phenyl]-2,3-dihydro-1-benzazepine-4-carboxamide (0.48 g) in methylene chloride (14.4 ml) was added dropwise a solution of m-chloroperbenzoic acid (187 g) in methylene chloride (9.6 ml) at −78° C., and the mixture was stirred for 15 minutes. To the reaction mixture was added an aqueous solution of saturated sodium thiosulfate. The mixture was extracted with ethyl acetate, and the organic layer w... Starting materials: IC1=CC2=C(SC3=C(C(C2)=O)C=CC=C3)C=C1 (10,11-dihydro-2-iodo-dibenzo[b,f]thiepin-10-one), [BH4-].[Na+] (sodium borohydride), O (water). Solvent: C(C)O (ethanol). Run at time 8 hour. The product is IC1=CC2=C(SC3=C(C(C2)O)C=CC=C3)C=C1 (10,11-dihydro-2-iodo-dibenzo[b,f]thiepin-10-ol). RXN SMILES: [I:1][C:2]1[CH:17]=[CH:16][C:5]2[S:6][C:7]3[CH:15]=[CH:14][CH:13]=[CH:12][C:8]=3[C:9](=[O:11])[CH2:10][C:4]=2[CH:3]=1.[BH4-].[Na+].O>C(O)C>[I:1][C:2]1[CH:17]=[CH:16][C:5]2[S:6][C:7]3[CH:15]=[CH:14][CH:13]=[CH:12][C:8]=3[CH:9]([OH:11])[CH2:10][C:4]=2[CH:3]=1 |f:1.2|. Procedure: 12.0 g of 10,11-dihydro-2-iodo-dibenzo[b,f]thiepin-10-one are suspended in 100 ml of ethanol and the mixture is treated with 6 g of sodium borohydride. The mixture is stirred overnight, then treated with water and extracted with ether. The organic phase is washed with water until neutral, dried over magnesium sulphate and evaporated. The 10,11-dihydro-2-iodo-dibenzo[b,f]thiepin-10-ol obtained is recrystallised from ether; melting point 131°-133° C.